This data is from the Open Reaction Database (ORD), a public repository of structured organic reaction records. The task is: describe an organic reaction: reactants, conditions, products, and yield The reactants are FC(SCl)(F)F (trifluoromethanesulfenyl chloride), FC(SCl)(F)F (trifluoromethanesulfenyl chloride), COC1=CC=C(C=C1)C=1C=C(NC1C1=CC=C(C=C1)OC)C=O (4,5-bis(4-methoxyphenyl)pyrrole-2-carboxaldehyde), C([O-])([O-])=O.[Na+].[Na+] (sodium carbonate), FC(SCl)(F)F (trifluoromethanesulfenyl chloride). The solvent is CCOCC (ether). Reaction conditions: time 8 hour. Product: COC1=CC=C(C=C1)C=1C=C(NC1C1=CC=C(C=C1)OC)SC(F)(F)F (4,5-Bis(4-methoxyphenyl)-2-(trifluoromethylthio)pyrrole). Yield: 40.5%. As a reaction SMILES: [CH3:1][O:2][C:3]1[CH:8]=[CH:7][C:6]([C:9]2[CH:10]=[C:11](C=O)[NH:12][C:13]=2[C:14]2[CH:19]=[CH:18][C:17]([O:20][CH3:21])=[CH:16][CH:15]=2)=[CH:5][CH:4]=1.C(=O)([O-])[O-].[Na+].[Na+].[F:30][C:31]([F:35])([F:34])[S:32]Cl>CCOCC>[CH3:1][O:2][C:3]1[CH:8]=[CH:7][C:6]([C:9]2[CH:10]=[C:11]([S:32][C:31]([F:35])([F:34])[F:30])[NH:12][C:13]=2[C:14]2[CH:19]=[CH:18][C:17]([O:20][CH3:21])=[CH:16][CH:15]=2)=[CH:5][CH:4]=1 |f:1.2.3|. Procedure details: To a stirred mixture of 1.5 g (5 m mole) of 4,5-bis(4-methoxyphenyl)pyrrole-2-carboxaldehyde and 1.3 g sodium carbonate in 10 ml ether/10 ml THF at -78° was added 0.8 g of trifluoromethanesulfenyl chloride. The mixture was allowed to warm to room temperature with a dry-ice condenser attached to keep the trifluoromethanesulfenyl chloride from escaping. Excess trifluoromethanesulfenyl chloride was added and the mixture was stirred overnight at room temperature. The mixture was filtered and the fil... Yields the product ClC1=CC2=C(C(N=C(S2)C2=NC=CC=C2)=O)C=C1 (7-Chloro-2-(2-pyridyl)-4H-1,3-benzothiazine-4-one). Reaction SMILES: [Cl:1][C:2]1[CH:10]=[CH:9][C:5]([C:6]([OH:8])=O)=[C:4]([SH:11])[CH:3]=1.[C:12]([C:14]1[CH:19]=[CH:18][CH:17]=[CH:16][N:15]=1)#[N:13]>N1C=CC=CC=1>[Cl:1][C:2]1[CH:10]=[CH:9][C:5]2[C:6](=[O:8])[N:13]=[C:12]([C:14]3[CH:19]=[CH:18][CH:17]=[CH:16][N:15]=3)[S:11][C:4]=2[CH:3]=1. Procedure details: A mixture of 4-chloro-2-mercaptobenzoic acid (6.00 g, 31.8 mmol), 2-cyanopyridine (1.90 g, 17.7 mmol) and pyridine (50.0 ml) was refluxed for 9 hrs as described in Example 9. After cooling, the precipitated crystals were collected by filtration and recrystallized from hexane-chlorobenzene to give the titled compound (2.30 g, 48%). Isolated yield 47.3%. The solvent is N1=CC=CC=C1 (pyridine). Reactants: ClC1=CC(=C(C(=O)O)C=C1)S (4-chloro-2-mercaptobenzoic acid), C(#N)C1=NC=CC=C1 (2-cyanopyridine). The reactants are C(C)(=O)N(C1=CC=C(C=C1)OC)C=1C=NC2=CC(=CC=C2C1)Cl (3-[N-acetyl-N-(4-methoxyphenyl)amino]-7-chloroquinoline), Br (hydrobromic acid). The solvent is C(C)(=O)O (acetic acid). Reaction conditions: time 5 hour. The product is ClC1=CC=C2C=C(C=NC2=C1)NC1=CC=C(C=C1)O (4-[N-(7-chloroquinolin-3-yl)amino]phenol). Reaction SMILES: C([N:4]([C:13]1[CH:14]=[N:15][C:16]2[C:21]([CH:22]=1)=[CH:20][CH:19]=[C:18]([Cl:23])[CH:17]=2)[C:5]1[CH:10]=[CH:9][C:8]([O:11]C)=[CH:7][CH:6]=1)(=O)C.Br>C(O)(=O)C>[Cl:23][C:18]1[CH:17]=[C:16]2[C:21]([CH:22]=[C:13]([NH:4][C:5]3[CH:6]=[CH:7][C:8]([OH:11])=[CH:9][CH:10]=3)[CH:14]=[N:15]2)=[CH:20][CH:19]=1. Procedure details: A mixture of 3-[N-acetyl-N-(4-methoxyphenyl)amino]-7-chloroquinoline (13.0 g), acetic acid (90 ml) and hydrobromic acid (48%, 90 ml) was heated under reflux with stirring for 5 hours. The solvent was evaporated under reduced pressure and the residue was partitioned between ethyl acetate and dilute aqueous sodium bicarbonate. The organic layer was separated, dried over magnesium sulphate and evaporated to give 4-[N-(7-chloroquinolin-3-yl)amino]phenol as a dark yellow solid (9 g, 85%, mp 218° C. Reactants: [N+](=O)([O-])C=1C=C(C=CC1)CCOC1=CC=C(C=C1)C1=CC(=NO1)O (5-(4-(2-(3-nitrophenyl)ethoxy)phenyl)isoxazol-3-ol), C(C(C)(C)C)(=O)Cl (pivaloyl chloride). Solvent: C(Cl)(Cl)Cl (chloroform), C(C)N(CC)CC (triethylamine), C(C)(=O)OCC (ethyl acetate). Reaction conditions: time 2 hour. Product: C(C(C)(C)C)(=O)OC1=NOC(=C1)C1=CC=C(C=C1)OCCC1=CC(=CC=C1)[N+](=O)[O-] (5-(4-(2-(3-nitrophenyl)ethoxy)phenyl)-3-isoxazolyl pivalate). RXN SMILES: [N+:1]([C:4]1[CH:5]=[C:6]([CH2:10][CH2:11][O:12][C:13]2[CH:18]=[CH:17][C:16]([C:19]3[O:23][N:22]=[C:21]([OH:24])[CH:20]=3)=[CH:15][CH:14]=2)[CH:7]=[CH:8][CH:9]=1)([O-:3])=[O:2].[C:25](Cl)(=[O:30])[C:26]([CH3:29])([CH3:28])[CH3:27]>C(Cl)(Cl)Cl.C(N(CC)CC)C.C(OCC)(=O)C>[C:25]([O:24][C:21]1[CH:20]=[C:19]([C:16]2[CH:15]=[CH:14][C:13]([O:12][CH2:11][CH2:10][C:6]3[CH:7]=[CH:8][CH:9]=[C:4]([N+:1]([O-:3])=[O:2])[CH:5]=3)=[CH:18][CH:17]=2)[O:23][N:22]=1)(=[O:30])[C:26]([CH3:29])([CH3:28])[CH3:27]. Reported procedure: To a solution of 5-(4-(2-(3-nitrophenyl)ethoxy)phenyl)isoxazol-3-ol (117 mg) obtained in Example 37 in chloroform (5 ml), 0.15 ml of triethylamine and 0.052 ml of pivaloyl chloride were added, and the reaction solution was stirred at room temperature for 2 hours. The reaction solution was diluted with ethyl acetate, washed with a saturated saline solution, and dried over anhydrous magnesium sulfate. The solvent was distilled off under reduced pressure, and the residue obtained was purified by si... Starting materials: Cc1ccc(S(=O)(=O)OCC2CCN(C(=O)OC(C)(C)C)CC2)cc1, Cl, CN(C)C=O, COc1cc2c(=O)n(COC(=O)C(C)(C)C)cnc2cc1O. The product is COc1cc2c(=O)n(COC(=O)C(C)(C)C)cnc2cc1OCC1CCN(C(=O)OC(C)(C)C)CC1. As a reaction SMILES: [CH3:23][c:24]1[cH:25][cH:26][c:27]([S:28]([O:29][CH2:34][CH:35]2[CH2:36][CH2:37][N:38]([C:41](=[O:42])[O:43][C:44]([CH3:45])([CH3:46])[CH3:47])[CH2:39][CH2:40]2)(=[O:30])=[O:31])[cH:32][cH:33]1.[ClH:48].[O:49]=[CH:50][N:51]([CH3:52])[CH3:53].[OH:1][c:2]1[c:3]([O:21][CH3:22])[cH:4][c:5]2[c:6](=[O:20])[n:7]([CH2:12][O:13][C:14]([C:15]([CH3:16])([CH3:17])[CH3:18])=[O:19])[cH:8][n:9][c:10]2[cH:11]1>>[O:1]([c:2]1[c:3]([O:21][CH3:22])[cH:4][c:5]2[c:6](=[O:20])[n:7]([CH2:12][O:13][C:14]([C:15]([CH3:16])([CH3:17])[CH3:18])=[O:19])[cH:8][n:9][c:10]2[cH:11]1)[CH2:34][CH:35]1[CH2:36][CH2:37][N:38]([C:41](=[O:42])[O:43][C:44]([CH3:45])([CH3:46])[CH3:47])[CH2:39][CH2:40]1.